This data is from the Open Reaction Database (ORD), a public repository of structured organic reaction records. The task is: describe an organic reaction: reactants, conditions, products, and yield The reactants are CN(C=O)C (dimethylformamide), C(#N)C1=NC=CN=C1 (cyanopyrazine), S(=O)(=O)(Cl)Cl (sulfonyl chloride). Solvent: C1=CC=CC=C1 (benzene). Reaction conditions: time 30 minute. The product is ClC=1C(=NC=CN1)C#N (Chlorocyanopyrazine). Yield: 65.2%. Reaction SMILES: CN(C)C=O.[C:6]([C:8]1[CH:13]=[N:12][CH:11]=[CH:10][N:9]=1)#[N:7].S(Cl)([Cl:17])(=O)=O>C1C=CC=CC=1>[Cl:17][C:13]1[C:8]([C:6]#[N:7])=[N:9][CH:10]=[CH:11][N:12]=1. Reported procedure: In 90 ml of benzene and 9.2 ml of dimethylformamide there was stirred at room temperature cyanopyrazine (12.7 g; 0.12 M) prepared in Step A above, after which there was added over 10 minutes sulfonyl chloride (64.79 g; 0.48 M). The reaction mixture was stirred for 30 minutes in an ice bath, then allowed to warm up to room temperature gradually, after which it was stirred for 5 hours. The benzene layer was decanted, and the reddish oil residue was extracted three times with ether, after which the... Procedure details: The fungi is stored at −25° C. 250 mL conical flasks each containing 50 mL seed culture medium (medium 216) are inoculated with 2 mL of fungi suspension and incubated on a rotary shaker (200 rpm at 23° C. for 3 days. 250 mL conical flasks each containing 50 mL of the same medium were inoculated with mL of the seed culture and incubated on a rotary shaker (200 rpm ) at 23° C. After 24 hours, (1R,2R,4)- (+)-Bicyclo[2.2.]hept-2-yl-(6,7-dimethoxyquinoxalin-2-yl)-amine of Example 25 is dissolved in M... Reaction conditions: temperature 22 celsius, time 24 hour. The reactants are CC(CCCCC)NC1=NC2=CC(=C(C=C2N=C1)OC)OC (hept-2-yl-(6,7-dimethoxyquinoxalin-2-yl)-amine), CO (MeOH). Yields the product COC=1C=C2N=CC(=NC2=CC1OC)N[C@H]1[C@@H]2C[C@H]([C@H](C1)C2)O ((1S,2R,4S,5R)-5-(6,7-Dimethoxyquinoxalin-2-ylamino)-Bicyclo[2.2.1]heptan-2-ol). As a reaction SMILES: [CH3:1][CH:2]([NH:8][C:9]1[CH:18]=[N:17][C:16]2[C:11](=[CH:12][C:13]([O:21][CH3:22])=[C:14]([O:19][CH3:20])[CH:15]=2)[N:10]=1)[CH2:3][CH2:4][CH2:5][CH2:6][CH3:7].C[OH:24]>>[CH3:20][O:19][C:14]1[CH:15]=[C:16]2[C:11](=[CH:12][C:13]=1[O:21][CH3:22])[N:10]=[C:9]([NH:8][C@@H:2]1[CH2:1][C@@H:6]3[CH2:7][C@H:3]1[CH2:4][C@H:5]3[OH:24])[CH:18]=[N:17]2. Reactants: NNC(=O)c1cccnc1, CO, Cl, O, CC(=O)c1nc(C(O)C(O)C(O)CO)c[nH]1. Yields the product CC(=NNC(=O)c1cccnc1)c1nc(C(O)C(O)C(O)CO)c[nH]1. RXN SMILES: [C:17]([c:18]1[cH:19][n:20][cH:21][cH:22][cH:23]1)(=[O:24])[NH:25][NH2:26].[CH3:28][OH:29].[ClH:27].[OH2:30].[OH:1][CH:2]([CH:3]([CH:4]([CH2:5][OH:6])[OH:7])[OH:8])[c:9]1[n:10][c:11]([C:14]([CH3:15])=[O:16])[nH:12][cH:13]1>>[OH:1][CH:2]([CH:3]([CH:4]([CH2:5][OH:6])[OH:7])[OH:8])[c:9]1[n:10][c:11]([C:14]([CH3:15])=[N:26][NH:25][C:17]([c:18]2[cH:19][n:20][cH:21][cH:22][cH:23]2)=[O:24])[nH:12][cH:13]1. Starting materials: CC(C)C(NC(=O)NCC(C)(C)OC(=O)OCCBr)C(=O)N1CCC(O)(c2ccc(Cl)cc2)C(C)(C)C1, C1COCCN1, [K+], [K+], O=C([O-])[O-], CN(C)C=O. Product: CC(C)C(NC(=O)NCC(C)(C)OC(=O)OCCN1CCOCC1)C(=O)N1CCC(O)(c2ccc(Cl)cc2)C(C)(C)C1. RXN SMILES: [C:1]([O:2][CH2:3][CH2:4][Br:5])([O:6][C:7]([CH2:8][NH:9][C:10](=[O:11])[NH:12][CH:13]([C:14](=[O:15])[N:16]1[CH2:17][C:18]([CH3:30])([CH3:31])[C:19]([OH:22])([c:23]2[cH:24][cH:25][c:26]([Cl:29])[cH:27][cH:28]2)[CH2:20][CH2:21]1)[CH:32]([CH3:33])[CH3:34])([CH3:35])[CH3:36])=[O:37].[CH2:44]1[CH2:45][O:46][CH2:47][CH2:48][NH:49]1.[K+:38].[K+:39].[O-:40][C:41]([O-:42])=[O:43].[O:50]=[CH:51][N:52]([CH3:53])[CH3:54]>>[C:1]([O:2][CH2:3][CH2:4][N:49]1[CH2:44][CH2:45][O:46][CH2:47][CH2:48]1)([O:6][C:7]([CH2:8][NH:9][C:10](=[O:11])[NH:12][CH:13]([C:14](=[O:15])[N:16]1[CH2:17][C:18]([CH3:30])([CH3:31])[C:19]([OH:22])([c:23]2[cH:24][cH:25][c:26]([Cl:29])[cH:27][cH:28]2)[CH2:20][CH2:21]1)[CH:32]([CH3:33])[CH3:34])([CH3:35])[CH3:36])=[O:37]. The reactants are CCOC(=O)CBr, C1CCOC1, O=C1NCCC1Cc1ccccc1, [H-], [Na+]. Yields the product CCOC(=O)CN1CCC(Cc2ccccc2)C1=O. RXN SMILES: [Br:16][CH2:17][C:18](=[O:19])[O:20][CH2:21][CH3:22].[CH2:23]1[O:24][CH2:25][CH2:26][CH2:27]1.[CH2:3]([c:4]1[cH:5][cH:6][cH:7][cH:8][cH:9]1)[CH:10]1[C:11](=[O:15])[NH:12][CH2:13][CH2:14]1.[H-:2].[Na+:1]>>[CH2:3]([c:4]1[cH:5][cH:6][cH:7][cH:8][cH:9]1)[CH:10]1[C:11](=[O:15])[N:12]([CH2:17][C:18](=[O:19])[O:20][CH2:21][CH3:22])[CH2:13][CH2:14]1. Starting materials: C(=O)O.NCCC1=CC=C(NC2CCN(CC2)C(=O)NCCC2=CC=C(C=C2)F)C=C1 (4-[4-(2-Aminoethyl)anilino]-N-(4-fluorophenethyl)-1-piperidinecarboxamide formate), [SiH4].C(C)(C)(C)[Si](C1=CC=CC=C1)(C1=CC=CC=C1)OC1=CC=C(C=C1)OCC1OC1 (tert-butyl-(4-oxiranylmethoxy-phenoxy)-diphenyl-silane silane). Product: FC1=CC=C(C=C1)CCNC(=O)N1CCC(CC1)NC1=CC=C(C=C1)CCNC[C@@H](COC1=CC=C(C=C1)O)O (4-(4-[2-[(2S)-2-Hydroxy-3-(4-hydroxy-phenoxy)-propylamino]-ethyl}-phenylamino)-piperidine-1-carboxylic acid [2-(4-fluoro-phenyl)-ethyl]-amide). The yield is 18.8%. As a reaction SMILES: C(O)=O.[NH2:4][CH2:5][CH2:6][C:7]1[CH:31]=[CH:30][C:10]([NH:11][CH:12]2[CH2:17][CH2:16][N:15]([C:18]([NH:20][CH2:21][CH2:22][C:23]3[CH:28]=[CH:27][C:26]([F:29])=[CH:25][CH:24]=3)=[O:19])[CH2:14][CH2:13]2)=[CH:9][CH:8]=1.[SiH4].C([Si]([O:50][C:51]1[CH:56]=[CH:55][C:54]([O:57][CH2:58][CH:59]2[CH2:61][O:60]2)=[CH:53][CH:52]=1)(C1C=CC=CC=1)C1C=CC=CC=1)(C)(C)C>>[F:29][C:26]1[CH:25]=[CH:24][C:23]([CH2:22][CH2:21][NH:20][C:18]([N:15]2[CH2:14][CH2:13][CH:12]([NH:11][C:10]3[CH:9]=[CH:8][C:7]([CH2:6][CH2:5][NH:4][CH2:61][C@H:59]([OH:60])[CH2:58][O:57][C:54]4[CH:55]=[CH:56][C:51]([OH:50])=[CH:52][CH:53]=4)=[CH:31][CH:30]=3)[CH2:17][CH2:16]2)=[O:19])=[CH:28][CH:27]=1 |f:0.1,2.3|. Procedure: 4-[4-(2-Aminoethyl)anilino]-N-(4-fluorophenethyl)-1-piperidinecarboxamide formate (0.875 g, 2.03 mmol) was reacted with tert-butyl-(4-oxiranylmethoxy-phenoxy)-diphenyl-silane silane (0.740 g, 1.86 mmol) according to Procedure G to give the title compound (eluant: 20:1 chloroform-methanol) (0.275 g, 0.35 mmol).